This data is from the Open Reaction Database (ORD), a public repository of structured organic reaction records. The task is: describe an organic reaction: reactants, conditions, products, and yield Starting materials: N\C(=N/O)\N(CCC1=CC=C(OC(C(=O)OC(C)(C)C)(C)C)C=C1)CC1=CC=C(C=C1)C(F)(F)F (tert-butyl 2-[4-(2-{[(E)-amino(hydroxyimino)methyl][4-(trifluoromethyl)benzyl]amino}ethyl)phenoxy]-2-methylpropanoate), C1(CCCCC1)C(=O)Cl (cyclohexanecarbonyl chloride). Yields the product C1(CCCCC1)C1=NC(=NO1)N(CCC1=CC=C(OC(C(=O)O)(C)C)C=C1)CC1=CC=C(C=C1)C(F)(F)F (2-[4-(2-{(5-Cyclohexyl-1,2,4-oxadiazol-3-yl)[4-(trifluoromethyl)benzyl]amino}ethyl)phenoxy]-2-methylpropanoic acid). As a reaction SMILES: [NH2:1]/[C:2](/[N:5]([CH2:25][C:26]1[CH:31]=[CH:30][C:29]([C:32]([F:35])([F:34])[F:33])=[CH:28][CH:27]=1)[CH2:6][CH2:7][C:8]1[CH:24]=[CH:23][C:11]([O:12][C:13]([CH3:22])([CH3:21])[C:14]([O:16]C(C)(C)C)=[O:15])=[CH:10][CH:9]=1)=[N:3]\[OH:4].[CH:36]1([C:42](Cl)=O)[CH2:41][CH2:40][CH2:39][CH2:38][CH2:37]1>>[CH:36]1([C:42]2[O:4][N:3]=[C:2]([N:5]([CH2:25][C:26]3[CH:31]=[CH:30][C:29]([C:32]([F:33])([F:35])[F:34])=[CH:28][CH:27]=3)[CH2:6][CH2:7][C:8]3[CH:24]=[CH:23][C:11]([O:12][C:13]([CH3:21])([CH3:22])[C:14]([OH:16])=[O:15])=[CH:10][CH:9]=3)[N:1]=2)[CH2:41][CH2:40][CH2:39][CH2:38][CH2:37]1. Procedure details: Similarly prepared from tert-butyl 2-[4-(2-{[(E)-amino(hydroxyimino)methyl][4-(trifluoromethyl)benzyl]amino}ethyl)phenoxy]-2-methylpropanoate and cyclohexanecarbonyl chloride. Reactants: C(C)(C)(C)OC(NC1CC2=CC=C(C=C2C1)N)=O ((5-amino-indan-2-yl)-carbamic acid tert-butyl ester), C(C)(C)N(CC)C(C)C (diisopropylethyl amine), C(C)(=O)OCC (ethyl acetate), CC=1C=CC=C(C1C1=CC=C(C=C1)C(F)(F)F)C(=O)Cl (6-methyl-4′-trifluoromethyl-1,1′-biphenyl-2-carboxylic acid chloride). The solvent is C(Cl)Cl (methylene chloride), C(Cl)Cl (methylene chloride). Reaction conditions: time 16 hour. Product: C(C)(C)(C)OC(NC1CC2=CC=C(C=C2C1)NC(=O)C=1C(=C(C=CC1)C)C1=CC=C(C=C1)C(F)(F)F)=O ({5-[(6-methyl-4′-trifluoromethyl-1,1′-biphenyl-2-carbonyl)-amino]-indan-2-yl}-carbamic acid tert-butyl ester). As a reaction SMILES: [C:1]([O:5][C:6](=[O:18])[NH:7][CH:8]1[CH2:16][C:15]2[C:10](=[CH:11][CH:12]=[C:13]([NH2:17])[CH:14]=2)[CH2:9]1)([CH3:4])([CH3:3])[CH3:2].C(N(C(C)C)CC)(C)C.[CH3:28][C:29]1[CH:30]=[CH:31][CH:32]=[C:33]([C:45](Cl)=[O:46])[C:34]=1[C:35]1[CH:40]=[CH:39][C:38]([C:41]([F:44])([F:43])[F:42])=[CH:37][CH:36]=1.C(OCC)(=O)C>C(Cl)Cl>[C:1]([O:5][C:6](=[O:18])[NH:7][CH:8]1[CH2:16][C:15]2[C:10](=[CH:11][CH:12]=[C:13]([NH:17][C:45]([C:33]3[C:34]([C:35]4[CH:40]=[CH:39][C:38]([C:41]([F:42])([F:44])[F:43])=[CH:37][CH:36]=4)=[C:29]([CH3:28])[CH:30]=[CH:31][CH:32]=3)=[O:46])[CH:14]=2)[CH2:9]1)([CH3:4])([CH3:2])[CH3:3]. Procedure details: To a solution of (5-amino-indan-2-yl)-carbamic acid tert-butyl ester (12.5 mmol) in methylene chloride (75 mL) is added diisopropylethyl amine (3.3 g, 25 mmol) followed by a solution of 6-methyl-4′-trifluoromethyl-1,1′-biphenyl-2-carboxylic acid chloride (12.6 mmol) in methylene chloride. After stirring 16 h, the reaction mixture is poured into ethyl acetate and washed with 1N HCl, NaHCO3 solution, and brine. The organic layer is dried (MgSO4) and concentrated under reduced pressure to give a so... The reactants are CO, CN1CC=C(c2c[nH]c3ccc(OC4CCCCC4)cc23)CC1, [H][H]. Product: CN1CCC(c2c[nH]c3ccc(OC4CCCCC4)cc23)CC1. RXN SMILES: [CH3:26][OH:27].[CH:1]1([O:7][c:8]2[cH:9][c:10]3[c:11]([C:17]4=[CH:22][CH2:21][N:20]([CH3:23])[CH2:19][CH2:18]4)[cH:12][nH:13][c:14]3[cH:15][cH:16]2)[CH2:2][CH2:3][CH2:4][CH2:5][CH2:6]1.[H:24][H:25]>>[CH:1]1([O:7][c:8]2[cH:9][c:10]3[c:11]([CH:17]4[CH2:18][CH2:19][N:20]([CH3:23])[CH2:21][CH2:22]4)[cH:12][nH:13][c:14]3[cH:15][cH:16]2)[CH2:2][CH2:3][CH2:4][CH2:5][CH2:6]1. Starting materials: [OH-].[Na+] (sodium hydroxide), C1N2CN3CN1C[N+](C2)(C3)C/C=C\Cl.[Cl-] (Dowicil 200). Run in O (water). Conditions: time 15 minute. Yields the product C1N2CN3CN1C[N+](C2)(C3)C/C=C\Cl.[Cl-].[OH-].[Na+] (Dowicil-200 NaOH). The yield is 78.0%. Reaction SMILES: [OH-:1].[Na+:2].[CH2:3]1[N:8]2[CH2:9][N+:10]3([CH2:13]/[CH:14]=[CH:15]\[Cl:16])[CH2:12][N:6]([CH2:7]2)[CH2:5][N:4]1[CH2:11]3.[Cl-:17]>O>[CH2:5]1[N:4]2[CH2:11][N+:10]3([CH2:13]/[CH:14]=[CH:15]\[Cl:16])[CH2:9][N:8]([CH2:3]2)[CH2:7][N:6]1[CH2:12]3.[Cl-:17].[OH-:1].[Na+:2] |f:0.1,2.3,5.6.7.8|. Procedure: Excess sodium hydroxide, preferably, 4 molar proportions, is dissolved in water and cooled to room temperature. A quantity of about one mole of Dowicil 200 antimicrobial is added slowly to the caustic solution and the reaction mixture is stirred approximately 15 minutes at ambient temperature. The ⟦Carbinolamine⟧ basic oil which forms is extracted with benzene, the extract is dried over sodium sulfate and the benzene is evaporated to give the ⟦Carbinolamine⟧ basic oil in an approximately 78% yie... Reactants: Cl (HCl), C1(CC1)NC(C1=CC(=C(C=C1)C)N1C=NC2=CC=C(C=C2C1=O)SCCN(C)C)=O (N-cyclopropyl-3-[6-{[2-(dimethylamino)ethyl]thio}-4-oxoquinazolin-3 (4H)-yl]4-methylbenzamide). Product: Cl.C1(CC1)NC(C1=CC(=C(C=C1)C)N1C=NC2=CC=C(C=C2C1=O)SCCN(C)C)=O (N-Cyclopropyl-3-[6-{[2-(dimethylamino)ethyl]thio}-4-oxoquinazolin-3(4H)-yl]-4-methylbenzamide hydrochloride salt). Run in O1CCOCC1 (dioxane). Procedure details: Using an analogous procedure to that described in Example 45, 4N HCl in dioxane was reacted with N-cyclopropyl-3-[6-{[2-(dimethylamino)ethyl]thio}-4-oxoquinazolin-3 (4H)-yl]4-methylbenzamide to gave the title compound; NMR Spectrum: (DMSOd6) 0.58 (m, 2H), 0.70 (m, 2H), 2.15 (s, 3H), 2.70 (s, 6H), 2.85 (m, 1H), 3.14 (t, 2H), 3.45 (m, 2H), 7.53 (d, 1H), 7.78 (d, 1H), 7.85 (s, 1H), 7-91 (d, 1H), 7.95 (d, 1H), 8.12 (s, 1H), 8.31 (s, 1H), 8.50 (d, 1H), 10.65 (br s, 1H) As a reaction SMILES: [ClH:1].[CH:2]1([NH:5][C:6](=[O:31])[C:7]2[CH:12]=[CH:11][C:10]([CH3:13])=[C:9]([N:14]3[C:23](=[O:24])[C:22]4[C:17](=[CH:18][CH:19]=[C:20]([S:25][CH2:26][CH2:27][N:28]([CH3:30])[CH3:29])[CH:21]=4)[N:16]=[CH:15]3)[CH:8]=2)[CH2:4][CH2:3]1>O1CCOCC1>[ClH:1].[CH:2]1([NH:5][C:6](=[O:31])[C:7]2[CH:12]=[CH:11][C:10]([CH3:13])=[C:9]([N:14]3[C:23](=[O:24])[C:22]4[C:17](=[CH:18][CH:19]=[C:20]([S:25][CH2:26][CH2:27][N:28]([CH3:30])[CH3:29])[CH:21]=4)[N:16]=[CH:15]3)[CH:8]=2)[CH2:4][CH2:3]1 |f:3.4|. Reported procedure: 2-Chloropyrimidine-4-carbonitrile (22.42 mg, 0.161 mmol), Na2CO3 (134 μL, 0.268 mmol), (S)-3-(4-(6-amino-5-(4,4,5,5-tetramethyl-1,3,2-dioxaborolan-2-yl)pyridin-3-yl)phenyl)-5,5-dimethyl-4-phenyloxazolidin-2-one (65 mg, 0.134 mmol), and dichloro(1,1-bis(diphenylphosphinoferrocene))palladium(II) (10.94 mg, 0.013 mmol) were combined in dioxane (268 μL) and stirred at 100° C. in a microwave oven for 1 hour. LC-MS indicated good conversion to desired product. After cooling to room temperature, the re... Yields the product NC1=NC=C(C=C1C1=NC=CC(=N1)C#N)C1=CC=C(C=C1)N1C(OC([C@@H]1C1=CC=CC=C1)(C)C)=O ((S)-2-(2-Amino-5-(4-(5,5-dimethyl-2-oxo-4-phenyloxazolidin-3-yl)phenyl)pyridin-3-yl)pyrimidine-4-carbonitrile). Solvent: O1CCOCC1 (dioxane). Reaction SMILES: Cl[C:2]1[N:7]=[C:6]([C:8]#[N:9])[CH:5]=[CH:4][N:3]=1.C([O-])([O-])=O.[Na+].[Na+].[NH2:16][C:17]1[N:22]=[CH:21][C:20]([C:23]2[CH:28]=[CH:27][C:26]([N:29]3[C@@H:33]([C:34]4[CH:39]=[CH:38][CH:37]=[CH:36][CH:35]=4)[C:32]([CH3:41])([CH3:40])[O:31][C:30]3=[O:42])=[CH:25][CH:24]=2)=[CH:19][C:18]=1B1OC(C)(C)C(C)(C)O1>O1CCOCC1>[NH2:16][C:17]1[C:18]([C:2]2[N:7]=[C:6]([C:8]#[N:9])[CH:5]=[CH:4][N:3]=2)=[CH:19][C:20]([C:23]2[CH:24]=[CH:25][C:26]([N:29]3[C@@H:33]([C:34]4[CH:39]=[CH:38][CH:37]=[CH:36][CH:35]=4)[C:32]([CH3:40])([CH3:41])[O:31][C:30]3=[O:42])=[CH:27][CH:28]=2)=[CH:21][N:22]=1 |f:1.2.3|. The reactants are ClC1=NC=CC(=N1)C#N (2-Chloropyrimidine-4-carbonitrile), dichloro(1,1-bis(diphenylphosphinoferrocene))palladium(II), C(=O)([O-])[O-].[Na+].[Na+] (Na2CO3), NC1=C(C=C(C=N1)C1=CC=C(C=C1)N1C(OC([C@@H]1C1=CC=CC=C1)(C)C)=O)B1OC(C(O1)(C)C)(C)C ((S)-3-(4-(6-amino-5-(4,4,5,5-tetramethyl-1,3,2-dioxaborolan-2-yl)pyridin-3-yl)phenyl)-5,5-dimethyl-4-phenyloxazolidin-2-one). Conditions: temperature 100 celsius, time 1 hour. The reactants are CC=1C=C(C=O)C=CC1OCCO (3-methyl-4-hydroxyethoxy-benzaldehyde), NC1=C(C(=O)NC2=CC=C(C=C2)Br)C=CC=C1 (2-amino-N-(4-bromophenyl)benzamide), CuCl2. Solvent: C(C)O (ethanol). Yields the product BrC1=CC=C(C=C1)N1C(=NC2=CC=CC=C2C1=O)C1=CC(=C(C=C1)OCCO)C (3-(4-bromophenyl)-2-(4-(2-hydroxyethoxy)-3-methylphenyl)quinazolin-4(3H)-one). RXN SMILES: [CH3:1][C:2]1[CH:3]=[C:4]([CH:7]=[CH:8][C:9]=1[O:10][CH2:11][CH2:12][OH:13])[CH:5]=O.[NH2:14][C:15]1[CH:30]=[CH:29][CH:28]=[CH:27][C:16]=1[C:17]([NH:19][C:20]1[CH:25]=[CH:24][C:23]([Br:26])=[CH:22][CH:21]=1)=[O:18]>C(O)C>[Br:26][C:23]1[CH:24]=[CH:25][C:20]([N:19]2[C:17](=[O:18])[C:16]3[C:15](=[CH:30][CH:29]=[CH:28][CH:27]=3)[N:14]=[C:5]2[C:4]2[CH:7]=[CH:8][C:9]([O:10][CH2:11][CH2:12][OH:13])=[C:2]([CH3:1])[CH:3]=2)=[CH:21][CH:22]=1. Reported procedure: To a solution of 3-methyl-4-hydroxyethoxy-benzaldehyde (0.38 g, 2.10 mmol) and 2-amino-N-(4-bromophenyl)benzamide (0.60 g, 2.10 mmol) in anhydrous ethanol (15 mL) was added anhydrous CuCl2 (0.85 g, 6.30 mmol). The reaction mixture was heated at reflux for 18 hours and then cooled to room temperature. Organic solvents were removed under reduced pressure, and the resulting residue was diluted with dichloromethane, washed with water, then brine, and dried over anhydrous magnesium sulfate. The solve... Starting materials: C1(=CC=CC=C1)N1N=NN=C1S (1-phenyl-5-mercaptotetrazole), ClC1=C(C(=CC(=C1)Cl)Cl)N1NC(=C(C1=O)Br)NC(C1=CC(=CC=C1)NC(COC1=C(C=C(C=C1)C(C)(C)CC)C(C)(C)CC)=O)=O (1-(2,4,6-trichlorophenyl)-3-[3-(2,4-di-tert-amylphenoxyacetamido)benzamido]-4-bromo-5-pyrazolone), ( 2 ), O (water). Run in CN(C=O)C (dimethylformamide). Product: ClC1=C(C(=CC(=C1)Cl)Cl)N1NC(=C(C1=O)N1N=NN(C1=S)C1=CC=CC=C1)NC(C1=CC(=CC=C1)NC(COC1=C(C=C(C=C1)C(C)(C)CC)C(C)(C)CC)=O)=O (1-(2,4,6-trichlorophenyl)-3-[3-(2,4-di-tert-amylphenoxyacetamido)benzamido]-4-(4-phenyl-5-thioxotetrazolin-1-yl)-5-pyrazolone). RXN SMILES: [C:1]1([N:7]2[C:11]([SH:12])=[N:10][N:9]=[N:8]2)[CH:6]=[CH:5][CH:4]=[CH:3][CH:2]=1.[Cl:13][C:14]1[CH:19]=[C:18]([Cl:20])[CH:17]=[C:16]([Cl:21])[C:15]=1[N:22]1[C:26](=[O:27])[C:25](Br)=[C:24]([NH:29][C:30](=[O:58])[C:31]2[CH:36]=[CH:35][CH:34]=[C:33]([NH:37][C:38](=[O:57])[CH2:39][O:40][C:41]3[CH:46]=[CH:45][C:44]([C:47]([CH2:50][CH3:51])([CH3:49])[CH3:48])=[CH:43][C:42]=3[C:52]([CH2:55][CH3:56])([CH3:54])[CH3:53])[CH:32]=2)[NH:23]1.O>CN(C)C=O>[Cl:21][C:16]1[CH:17]=[C:18]([Cl:20])[CH:19]=[C:14]([Cl:13])[C:15]=1[N:22]1[C:26](=[O:27])[C:25]([N:10]2[C:11](=[S:12])[N:7]([C:1]3[CH:2]=[CH:3][CH:4]=[CH:5][CH:6]=3)[N:8]=[N:9]2)=[C:24]([NH:29][C:30](=[O:58])[C:31]2[CH:36]=[CH:35][CH:34]=[C:33]([NH:37][C:38](=[O:57])[CH2:39][O:40][C:41]3[CH:46]=[CH:45][C:44]([C:47]([CH2:50][CH3:51])([CH3:49])[CH3:48])=[CH:43][C:42]=3[C:52]([CH2:55][CH3:56])([CH3:54])[CH3:53])[CH:32]=2)[NH:23]1. Procedure: According to the method disclosed in Pharmazle, 29 (2) page 90, a mercuric salt of 1-phenyl-5-mercaptotetrazole and 1-(2,4,6-trichlorophenyl)-3-[3-(2,4-di-tert-amylphenoxyacetamido)benzamido]-4-bromo-5-pyrazolone were reacted in dimethylformamide. The reaction mixture was poured into water, was extracted with ethyl acetate and washed. After evaporating off the ethyl acetate under reduced pressure, the remaining substance was recrystallized from ethanol to provide 1-(2,4,6-trichlorophenyl)-3-[3-(... Reactants: C1(CCCCCC1)=NO (cycloheptanone oxime), BrC1=CC=C(C=C1)C1CCN(CC1)CCCC(=O)OCC (ethyl 4-(4-(4-bromophenyl)piperidin-1-yl)-n-butyrate). Yields the product BrC1=CC=C(C=C1)C1CCN(CC1)CCCC1=C2C(=NO1)CCCCC2 (3-(3-(4-(4-bromophenyl)piperidin-1-yl)propyl)-5,6,7,8-tetrahydro-4H-cyclohepta[c]isoxazole). RXN SMILES: [C:1]1(=[N:8][OH:9])[CH2:7][CH2:6][CH2:5][CH2:4][CH2:3][CH2:2]1.[Br:10][C:11]1[CH:16]=[CH:15][C:14]([CH:17]2[CH2:22][CH2:21][N:20]([CH2:23][CH2:24][CH2:25][C:26](OCC)=O)[CH2:19][CH2:18]2)=[CH:13][CH:12]=1>>[Br:10][C:11]1[CH:16]=[CH:15][C:14]([CH:17]2[CH2:18][CH2:19][N:20]([CH2:23][CH2:24][CH2:25][C:26]3[O:9][N:8]=[C:1]4[CH2:7][CH2:6][CH2:5][CH2:4][CH2:3][C:2]=34)[CH2:21][CH2:22]2)=[CH:13][CH:12]=1. Procedure details: By the same reaction and treatment as in Example 48 using cycloheptanone oxime and ethyl 4-(4-(4-bromophenyl)piperidin-1-yl)-n-butyrate, 3-(3-(4-(4-bromophenyl)piperidin-1-yl)propyl)-5,6,7,8-tetrahydro-4H-cyclohepta[c]isoxazole is obtained. Starting materials: BrC1=NC=CC(=C1)CO ((2-bromo-pyridin-4-yl)-methanol), C(C)(C)N (isopropylamine), Pd(tBu3P)2. The solvent is O1CCOCC1 (1,4-dioxane), C(Cl)Cl (DCM). Procedure details: A mixture of (2-bromo-pyridin-4-yl)-methanol (500 mg, 2.66 mmol), isopropylamine (0.45 mL, 5.32 mmol), NatOBu (790 mg, 7.98 mmol) and Pd(tBu3P)2 (136 mg, 0.26 mmol) in 1,4-dioxane (5 mL) is heated in a microwave reactor at 110° C. for 45 min. The reaction is diluted with DCM (50 mL) and washed with saturated aqueous NH4Cl. The organic layer is removed, dried over anhydrous Na2SO4, and concentrated in vacuo to give the title compound that is used without further purification. MS (ESI) m/z 167.1 (... The product is C(C)(C)NC1=NC=CC(=C1)CO ((2-Isopropylamino-pyridin-4-yl)-methanol). Reaction SMILES: Br[C:2]1[CH:7]=[C:6]([CH2:8][OH:9])[CH:5]=[CH:4][N:3]=1.[CH:10]([NH2:13])([CH3:12])[CH3:11]>O1CCOCC1.C(Cl)Cl>[CH:10]([NH:13][C:2]1[CH:7]=[C:6]([CH2:8][OH:9])[CH:5]=[CH:4][N:3]=1)([CH3:12])[CH3:11]. Conditions: temperature 110 celsius.